From a dataset of the Open Reaction Database (ORD), a public repository of structured organic reaction records. describe an organic reaction: reactants, conditions, products, and yield Reactants: CC1=C(N=C(O1)C1=CC=CC=C1)CC(=O)OC (methyl 2-(5-methyl-2-phenyloxazol-4-yl)acetate), C(C)(=O)[O-] (acetate). Yields the product CC1=C(N=C(O1)C1=CC=CC=C1)CCO (2-(5-Methyl-2-phenyloxazol-4-yl)ethanol). Reaction SMILES: [CH3:1][C:2]1[O:6][C:5]([C:7]2[CH:12]=[CH:11][CH:10]=[CH:9][CH:8]=2)=[N:4][C:3]=1[CH2:13][C:14](OC)=[O:15].C([O-])(=O)C>>[CH3:1][C:2]1[O:6][C:5]([C:7]2[CH:12]=[CH:11][CH:10]=[CH:9][CH:8]=2)=[N:4][C:3]=1[CH2:13][CH2:14][OH:15]. Procedure details: The title compound is prepared using essentially the same procedure used in Example 11 except using methyl 2-(5-methyl-2-phenyloxazol-4-yl)acetate (example 32) in place of t-butyl (3-([2-methoxyethoxy]-methoxy)-phenoxy])-acetate. MS (ESI) 204 (M+H)+. Yields the product COC1=C(CCN)C=CC(=C1)OC (2,4-dimethoxyphenethylamine). Reaction conditions: time 1.5 hour. Reaction SMILES: [CH3:1][O:2][C:3]1[CH:8]=[C:7]([O:9][CH3:10])[CH:6]=[CH:5][C:4]=1[CH:11]=[CH:12][N+:13]([O-])=O.[H-].[Al+3].[Li+].[H-].[H-].[H-].[OH-].[Na+]>O1CCCC1.CCOCC>[CH3:1][O:2][C:3]1[CH:8]=[C:7]([O:9][CH3:10])[CH:6]=[CH:5][C:4]=1[CH2:11][CH2:12][NH2:13] |f:1.2.3.4.5.6,7.8|. Procedure: The ethylene compound in 500 ml of tetrahydrofuran was added to 36.7 g of lithium aluminum hydride in 500 ml of ether. After a reflux period of 1.5 hours, the mixture was combined with 184 ml of 1N sodium hydroxide solution. The resulting cake was separated by filtration and washed with 200 ml of hot tetrahydrofuran. The ethereal extracts and mother liquors were stripped. The residual oil was taken into chloroform, dried and stripped to give 94.9 g of 2,4-dimethoxyphenethylamine as an oil. Run in O1CCCC1 (tetrahydrofuran), CCOCC (ether). The reactants are [OH-].[Na+] (sodium hydroxide), COC1=C(C=CC(=C1)OC)C=C[N+](=O)[O-] (1-(2,4-dimethoxyphenyl)-2-nitroethylene), [H-].[Al+3].[Li+].[H-].[H-].[H-] (lithium aluminum hydride). Starting materials: CC(C)(C)S(N)=O, CC(Cl)Cl, [Cu+2], O=Cc1cnc(C(F)(F)F)nc1, O=S(=O)([O-])[O-]. Product: CC(C)(C)S(=O)N=Cc1cnc(C(F)(F)F)nc1. As a reaction SMILES: [CH3:13][C:14]([CH3:15])([CH3:16])[S:17](=[O:18])[NH2:19].[Cl:20][CH:21]([Cl:22])[CH3:23].[Cu+2:24].[F:1][C:2]([c:3]1[n:4][cH:5][c:6]([CH:9]=[O:10])[cH:7][n:8]1)([F:11])[F:12].[O-:25][S:26](=[O:27])(=[O:28])[O-:29]>>[F:1][C:2]([c:3]1[n:4][cH:5][c:6]([CH:9]=[N:19][S:17]([C:14]([CH3:13])([CH3:15])[CH3:16])=[O:18])[cH:7][n:8]1)([F:11])[F:12]. The reactants are OCCCCC1=CC=C(C=C1)O (4-(4-Hydroxy-butyl)-phenol), C([O-])([O-])=O.[K+].[K+] (potassium carbonate), CC(=O)C (acetone), C([O-])([O-])=O.[K+].[K+] (potassium carbonate). The product is OCCCCC1=CC=C(OC[C@H](CO)O)C=C1 ((S)-3-[4-(4-Hydroxy-butyl)-phenoxy]-propane-1,2-diol). Reaction SMILES: [OH:1][CH2:2][CH2:3][CH2:4][CH2:5][C:6]1[CH:11]=[CH:10][C:9]([OH:12])=[CH:8][CH:7]=1.C(=O)([O-])[O-:14].[K+].[K+].[CH3:19][C:20]([CH3:22])=[O:21]>>[OH:1][CH2:2][CH2:3][CH2:4][CH2:5][C:6]1[CH:7]=[CH:8][C:9]([O:12][CH2:19][C@@H:20]([OH:21])[CH2:22][OH:14])=[CH:10][CH:11]=1 |f:1.2.3|. Procedure: To 4-(4-Hydroxy-butyl)-phenol (32.7 g, 197 mmol) in acetone (600 ml) is added potassium carbonate (40.8 g, 295 mmol) followed by (S)-glycidolgg (13.7 ml, 207 mmol). The mixture is heated at reflux overnight. Further potassium carbonate (20 g) is added, followed by (S)-glycidolgg (5 g) and the mixture is heated at reflux for 72 hours. The suspension is cooled, filtered and the filtrate concentrated in vacuo. The residue is partitioned between EtOAc (500 ml) and 5% citric acid solution (500 ml). T... The reactants are NCC(CCl)Cc1ccccc1, [Na+], [Na+], O, O=S([O-])[O-]. Yields the product NCC(Cc1ccccc1)CS(=O)(=O)O. RXN SMILES: [Cl:1][CH2:2][CH:3]([CH2:4][NH2:5])[CH2:6][c:7]1[cH:8][cH:9][cH:10][cH:11][cH:12]1.[Na+:17].[Na+:18].[OH2:19].[S:13](=[O:14])([O-:15])[O-:16]>>[CH2:2]([CH:3]([CH2:4][NH2:5])[CH2:6][c:7]1[cH:8][cH:9][cH:10][cH:11][cH:12]1)[S:13](=[O:14])(=[O:15])[OH:16]. The reactants are C1(CCCCC1)C1=CC(=C(C=C1)OC)N=C=O (4-cyclohexyl-2-isocyanato-1-methoxy-benzene), NC1=CC(=C(OC2=NC=CC=C2C2=NC(=NC=C2)NC)C=C1)C ({4-[2-(4-amino-2-methyl-phenoxy)-pyridin-3-yl]-pyrimidin-2-yl}-methyl-amine). Solvent: C1(=CC=CC=C1)C (toluene). Conditions: time 8 hour. Yields the product C1(CCCCC1)C=1C=CC(=C(C1)NC(=O)NC1=CC(=C(C=C1)OC1=NC=CC=C1C1=NC(=NC=C1)NC)C)OC (N-(5-cyclohexyl-2-(methyloxy)phenyl)-N′-(3-methyl-4-((3-(2-(methylamino)-4-pyrimidinyl)-2-pyridinyl)oxy)phenyl)urea). As a reaction SMILES: [CH:1]1([C:7]2[CH:12]=[CH:11][C:10]([O:13][CH3:14])=[C:9]([N:15]=[C:16]=[O:17])[CH:8]=2)[CH2:6][CH2:5][CH2:4][CH2:3][CH2:2]1.[NH2:18][C:19]1[CH:39]=[CH:38][C:22]([O:23][C:24]2[C:29]([C:30]3[CH:35]=[CH:34][N:33]=[C:32]([NH:36][CH3:37])[N:31]=3)=[CH:28][CH:27]=[CH:26][N:25]=2)=[C:21]([CH3:40])[CH:20]=1>C1(C)C=CC=CC=1>[CH:1]1([C:7]2[CH:12]=[CH:11][C:10]([O:13][CH3:14])=[C:9]([NH:15][C:16]([NH:18][C:19]3[CH:39]=[CH:38][C:22]([O:23][C:24]4[C:29]([C:30]5[CH:35]=[CH:34][N:33]=[C:32]([NH:36][CH3:37])[N:31]=5)=[CH:28][CH:27]=[CH:26][N:25]=4)=[C:21]([CH3:40])[CH:20]=3)=[O:17])[CH:8]=2)[CH2:2][CH2:3][CH2:4][CH2:5][CH2:6]1. Procedure details: To 4-cyclohexyl-2-isocyanato-1-methoxy-benzene (56 mg, 0.24 mmol) in toluene (3.0 mL) was added {4-[2-(4-amino-2-methyl-phenoxy)-pyridin-3-yl]-pyrimidin-2-yl}-methyl-amine (46 mg, 0.15 mmol). The mixture was stirred overnight at RT, concentrated and purified by preparative TLC (50% EtOAc/CH2Cl2) to yield N-(5-cyclohexyl-2-(methyloxy)phenyl)-N′-(3-methyl-4-((3-(2-(methylamino)-4-pyrimidinyl)-2-pyridinyl)oxy)phenyl)urea. MS m/z=539 [M+1]+. Calc'd for C31H34N6O3: 538.66. The reactants are C1=CC=CC=C1 (benzene), CN1C(=NC(=C1C#N)[N+](=O)[O-])CO (1-methyl-2-hydroxymethyl-4-nitro-5-cyanoimidazole), CC(=O)O[Pb](OC(=O)C)(OC(=O)C)OC(=O)C (leadtetraacetate). The product is CN1C(=NC(=C1C#N)[N+](=O)[O-])C=O (1-methyl-2-formyl-4-nitro-5-cyanoimidazole), 133C. The solvent is C(CO)O (ethylene glycol). Procedure details: 0.91 G. (0.05 moles) of 1-methyl-2-hydroxymethyl-4-nitro-5-cyanoimidazole and 2.66 g. of leadtetraacetate are combined in 35 ml. of benzene and refluxed for 12 hours. 0.3 G. of ethylene glycol is added to the reaction mixture to consume excess leadtetraacetate and the reaction mixture is filtered. The benzene solution is washed with water and sodium bicarbonate solution, dried and evaporated to dryness. The residue is recrystallized from isopropanol affording 1-methyl-2-formyl-4-nitro-5-cyanoimi... Reaction SMILES: [CH3:1][N:2]1[C:6]([C:7]#[N:8])=[C:5]([N+:9]([O-:11])=[O:10])[N:4]=[C:3]1[CH2:12][OH:13].CC(O[Pb](OC(C)=O)(OC(C)=O)OC(C)=O)=O.C1C=CC=CC=1>C(O)CO>[CH3:1][N:2]1[C:6]([C:7]#[N:8])=[C:5]([N+:9]([O-:11])=[O:10])[N:4]=[C:3]1[CH:12]=[O:13].